The task is: describe an organic reaction: reactants, conditions, products, and yield. This data is from the Open Reaction Database (ORD), a public repository of structured organic reaction records. Reactants: CCN1CCCOc2cc([N+](=O)[O-])c(F)cc21, CCO, [H][H]. Product: CCN1CCCOc2cc(N)c(F)cc21. RXN SMILES: [CH2:1]([CH3:2])[N:3]1[CH2:4][CH2:5][CH2:6][O:7][c:8]2[c:9]1[cH:10][c:11]([F:17])[c:12]([N+:14]([O-:15])=[O:16])[cH:13]2.[CH3:20][CH2:21][OH:22].[H:18][H:19]>>[CH2:1]([CH3:2])[N:3]1[CH2:4][CH2:5][CH2:6][O:7][c:8]2[c:9]1[cH:10][c:11]([F:17])[c:12]([NH2:14])[cH:13]2. Reaction conditions: time 2 hour. Starting materials: C(C)OC(=O)[C@H](CCC1CCCCC1)N[C@H]1COC2=C(N(C1=O)CC(=O)O)C=CC=C2 (3(S)-[1(S)-ethoxycarbonyl-3-cyclohexylpropyl]amino-4-oxo-2,3,4,5-tetrahydro-1,5-benzoxazepine-5-acetic acid), [OH-].[Na+] (sodium hydroxide), Cl (hydrochloric acid). Run in C(C)O (ethanol). The product is C(=O)(O)[C@H](CCC1CCCCC1)N[C@H]1COC2=C(N(C1=O)CC(=O)O)C=CC=C2 (3(S)-[1(S)-carboxy-3-cyclohexylpropyl]amino-4-oxo-2,3,4,5-tetrahydro-1,5-benzoxazepine-5-acetic acid). Reaction SMILES: C([O:3][C:4]([C@@H:6]([NH:15][C@@H:16]1[C:22](=[O:23])[N:21]([CH2:24][C:25]([OH:27])=[O:26])[C:20]2[CH:28]=[CH:29][CH:30]=[CH:31][C:19]=2[O:18][CH2:17]1)[CH2:7][CH2:8][CH:9]1[CH2:14][CH2:13][CH2:12][CH2:11][CH2:10]1)=[O:5])C.[OH-].[Na+].Cl>C(O)C>[C:4]([C@@H:6]([NH:15][C@@H:16]1[C:22](=[O:23])[N:21]([CH2:24][C:25]([OH:27])=[O:26])[C:20]2[CH:28]=[CH:29][CH:30]=[CH:31][C:19]=2[O:18][CH2:17]1)[CH2:7][CH2:8][CH:9]1[CH2:14][CH2:13][CH2:12][CH2:11][CH2:10]1)([OH:5])=[O:3] |f:1.2|. Yield: 74.9%. Procedure: In 1 ml of ethanol is dissolved 0.2 g of 3(S)-[1(S)-ethoxycarbonyl-3-cyclohexylpropyl]amino-4-oxo-2,3,4,5-tetrahydro-1,5-benzoxazepine-5-acetic acid obtained in Example 54, and 3 ml of 1N sodium hydroxide solution is added to the solution. After stirring at room temperature for 2 hours, the solution is acidified slightly with 1N hydrochloric acid. The deposited crystals are collected by filtration, washed with water, dried and recrystallized from ethanol to give 0.14 g of 3(S)-[1(S)-carboxy-3-cy... Solvent: CC1=CC=CC=C1. The product is COC1=C(C=CC(=C1)N2CCNCC2)OCC3=CC=CC=C3. Reported procedure: To tert-butyl piperazine-1-carboxylate (0.635 g, 3.41 mmol), TRIS(DIBENZYLIDENEACETONE)DIPALLADIUM(0) (0.094 g, 0.10 mmol) and 2,2'-bis(diphenylphosphino)-1,1'-binaphthyl (0.085 g, 0.14 mmol) and Sodium tert-butoxide (0.459 g, 4.78 mmol) was added a solution of 1-(benzyloxy)-4-bromo-2-methoxybenzene (1 g, 3.41 mmol) in Toluene (25 mL). The resulting solution was stirred at reflux for18 hours. The reaction was allowed to cool to room temperature and diluted with dcm (50 ml). This was washed with ... Run at temperature 80 celsius. Reagents/catalysts: CC(C)(C)[O-].[Na+], C1=CC=C(C=C1)P(C2=CC=CC=C2)C3=C(C4=CC=CC=C4C=C3)C5=C(C=CC6=CC=CC=C65)P(C7=CC=CC=C7)C8=CC=CC=C8, C1=CC=C(C=C1)/C=C/C(=O)/C=C/C2=CC=CC=C2.C1=CC=C(C=C1)/C=C/C(=O)/C=C/C2=CC=CC=C2.C1=CC=C(C=C1)/C=C/C(=O)/C=C/C2=CC=CC=C2.[Pd].[Pd]. Yield: 60.3%. The reactants are CC(C)(C)OC(=O)N1CCNCC1, COC1=C(C=CC(=C1)Br)OCC2=CC=CC=C2. Reactants: CCN=C=NCCCN(C)C, CCOC(C)=O, ClCCl, Cl, CCCCCc1cc(O)c2c(c1)OC(C)(C)C1CC=C(C(=O)O)CC21, O=C1CCC(=O)N1O. The product is CCCCCc1cc(O)c2c(c1)OC(C)(C)C1CC=C(C(=O)ON3C(=O)CCC3=O)CC21. As a reaction SMILES: [CH3:2][N:3]([CH3:4])[CH2:5][CH2:6][CH2:7][N:8]=[C:9]=[N:10][CH2:11][CH3:12].[CH3:46][CH2:47][O:48][C:49]([CH3:50])=[O:51].[Cl:52][CH2:53][Cl:54].[ClH:1].[OH:13][c:14]1[cH:15][c:16]([CH2:33][CH2:34][CH2:35][CH2:36][CH3:37])[cH:17][c:18]2[c:23]1[CH:22]1[CH:21]([C:20]([CH3:31])([CH3:32])[O:19]2)[CH2:27][CH:26]=[C:25]([C:28](=[O:29])[OH:30])[CH2:24]1.[OH:38][N:39]1[C:40](=[O:45])[CH2:41][CH2:42][C:43]1=[O:44]>>[OH:13][c:14]1[cH:15][c:16]([CH2:33][CH2:34][CH2:35][CH2:36][CH3:37])[cH:17][c:18]2[c:23]1[CH:22]1[CH:21]([C:20]([CH3:31])([CH3:32])[O:19]2)[CH2:27][CH:26]=[C:25]([C:28](=[O:29])[O:30][N:39]2[C:40](=[O:45])[CH2:41][CH2:42][C:43]2=[O:44])[CH2:24]1. Product: FC=1C(=C(C=CC1)O)[N+](=O)[O-] (3-fluoro-2-nitrophenol). Procedure: A solution of potassium tert-butoxide (1.23 g, 11 mmol) in 25 mL of anhydrous DMSO was stirred at room temperature for 30 minutes and treated with 1,3-difluoro-2-nitrobenzene (1.59 g, 10 mmol). After 18 hours, the mixture was diluted with 150 mL of 1 N aqueous sulfuric acid and extracted with three 50 mL portions of diethyl ether. The combined organic layers were washed with water, dried over sodium sulfate, filtered, and concentrated in vacuo. The residue was dissolved in 50 mL of trifluoroacet... The reactants are CC(C)([O-])C.[K+] (potassium tert-butoxide), FC1=C(C(=CC=C1)F)[N+](=O)[O-] (1,3-difluoro-2-nitrobenzene). Reaction SMILES: CC(C)([O-:4])C.[K+].[F:7][C:8]1[CH:13]=[CH:12][CH:11]=[C:10](F)[C:9]=1[N+:15]([O-:17])=[O:16]>CS(C)=O.S(=O)(=O)(O)O>[F:7][C:8]1[C:9]([N+:15]([O-:17])=[O:16])=[C:10]([OH:4])[CH:11]=[CH:12][CH:13]=1 |f:0.1|. The yield is 82.8%. Run at time 18 hour. Run in CS(=O)C (DMSO), S(O)(O)(=O)=O (sulfuric acid). Starting materials: BrN1C(CCC1=O)=O (N-Bromosuccinimide), CC1(OB(OC1(C)C)C=1C(=NC=CC1)N)C (3-(4,4,5,5-tetramethyl-1,3,2-dioxaborolan-2-yl)pyridin-2-amine), O (Water). Solvent: CN(C)C=O (DMF). Conditions: time 4 hour. The product is BrC=1C=C(C(=NC1)N)B1OC(C(O1)(C)C)(C)C (5-Bromo-3-(4,4,5,5-tetramethyl-1,3,2-dioxaborolan-2-yl)pyridin-2-amine). The yield is 51.5%. RXN SMILES: [Br:1]N1C(=O)CCC1=O.[CH3:9][C:10]1([CH3:24])[C:14]([CH3:16])([CH3:15])[O:13][B:12]([C:17]2[C:18]([NH2:23])=[N:19][CH:20]=[CH:21][CH:22]=2)[O:11]1.O>CN(C=O)C>[Br:1][C:21]1[CH:22]=[C:17]([B:12]2[O:11][C:10]([CH3:24])([CH3:9])[C:14]([CH3:15])([CH3:16])[O:13]2)[C:18]([NH2:23])=[N:19][CH:20]=1. Procedure: N-Bromosuccinimide (255 mg) was added to a solution of 3-(4,4,5,5-tetramethyl-1,3,2-dioxaborolan-2-yl)pyridin-2-amine (300 mg) in DMF (6.8 ml) at room temperature, and the mixture was stirred for four hours. Water was added and the precipitated solid was collected by filtration to give 210 mg of the title compound. Procedure: The title compound was prepared by a procedure similar to that described for E9 starting from 7-chloro-1,2,2-trimethyl-2,3-dihydroimidazo[1,2-c]pyrimidin-5(1H)-one and (3-chloro-5-fluorophenyl)methanol. Starting materials: E9, ClC=1C=C2N(C(N1)=O)CC(N2C)(C)C (7-chloro-1,2,2-trimethyl-2,3-dihydroimidazo[1,2-c]pyrimidin-5(1H)-one), ClC=1C=C(C=C(C1)F)CO ((3-chloro-5-fluorophenyl)methanol). RXN SMILES: Cl[C:2]1[CH:3]=[C:4]2[N:11]([CH3:12])[C:10]([CH3:14])([CH3:13])[CH2:9][N:5]2[C:6](=[O:8])[N:7]=1.[Cl:15][C:16]1[CH:17]=[C:18]([CH2:23][OH:24])[CH:19]=[C:20]([F:22])[CH:21]=1>>[Cl:15][C:16]1[CH:17]=[C:18]([CH:19]=[C:20]([F:22])[CH:21]=1)[CH2:23][O:24][C:2]1[CH:3]=[C:4]2[N:11]([CH3:12])[C:10]([CH3:14])([CH3:13])[CH2:9][N:5]2[C:6](=[O:8])[N:7]=1. The product is ClC=1C=C(COC=2C=C3N(C(N2)=O)CC(N3C)(C)C)C=C(C1)F (7-((3-chloro-5-fluorobenzyl)oxy)-1,2,2-trimethyl-2,3-dihydroimidazo[1,2-c]pyrimidin-5(1H)-one).